Dataset: the Open Reaction Database (ORD), a public repository of structured organic reaction records. Task: describe an organic reaction: reactants, conditions, products, and yield The reactants are COP(OC)OC (Trimethylphosphite), ClCCCCC(=O)Cl (chlorovaleryl chloride). Conditions: time 8 hour. Product: ClCCCCC(=O)P(OC)(OC)=O (dimethyl chlorovalerylphosphonate). The yield is 94.8%. Reaction SMILES: C[O:2][P:3]([O:6][CH3:7])[O:4][CH3:5].[Cl:8][CH2:9][CH2:10][CH2:11][CH2:12][C:13](Cl)=[O:14]>>[Cl:8][CH2:9][CH2:10][CH2:11][CH2:12][C:13]([P:3](=[O:2])([O:6][CH3:7])[O:4][CH3:5])=[O:14]. Reported procedure: Chlorovaleric acid (5.0 g, 0.037 moles) is dissolved in 40ml of dry methylene chloride in a round bottom flask under a nitrogen atmosphere. Freshly distilled oxalyl chloride (9.58 ml, 0.110 moles) is added and the mixture is stirred overnight. The solution is concentrated under vacuum to dryness to yield 5.15 g of chlorovaleryl chloride. Trimethylphosphite (3.9 ml, 0.033 mole) is slowly added to chlorovaleryl chloride (5.15 g, 0.033 mole) under a continuous flow of nitrogen. The mixture is allow... Reactants: C(#N)C1=CC=C(OC2=C(C(=O)O)C=CC=N2)C=C1 (2-(4-cyanophenoxy)nicotinic acid), [Cl-].[NH4+] (ammonium chloride), [N-]=[N+]=[N-].[Na+] (sodium azide). The solvent is CN(C=O)C (dimethylformamide). Reaction conditions: time 24 hour. The product is N1N=NN=C1C1=CC=C(OC2=C(C(=O)O)C=CC=N2)C=C1 (2-[4-(5-1H-tetrazolyl)phenoxy]-nicotinic acid). Isolated yield 29.2%. Reaction SMILES: [C:1]([C:3]1[CH:18]=[CH:17][C:6]([O:7][C:8]2[N:16]=[CH:15][CH:14]=[CH:13][C:9]=2[C:10]([OH:12])=[O:11])=[CH:5][CH:4]=1)#[N:2].[Cl-].[NH4+].[N-:21]=[N+:22]=[N-:23].[Na+]>CN(C)C=O>[NH:21]1[C:1]([C:3]2[CH:4]=[CH:5][C:6]([O:7][C:8]3[N:16]=[CH:15][CH:14]=[CH:13][C:9]=3[C:10]([OH:12])=[O:11])=[CH:17][CH:18]=2)=[N:2][N:23]=[N:22]1 |f:1.2,3.4|. Reported procedure: A mixture of 14.5 g of 2-(4-cyanophenoxy)nicotinic acid, 3.97 g of ammonium chloride, 4.96 g of sodium azide and 120 ml of dimethylformamide is allowed to stand at 100° C to 110° C for 24 hours. After cooling, the reaction mixture is filtered, and the filtrate is concentrated. To the residue is added a dilute hydrochloric acid, and the crystals are filtered off and recrystallized from methanol to give 5 g of 2-[4-(5-1H-tetrazolyl)phenoxy]-nicotinic acid melting at 225° C to 230° C with decomposi... Reactants: C(Cl)Cl (CH2Cl2), Cl.N[C@@H]1C(N(CC1)CC=1C=C(C#N)C=CC1)=O (3-(3-(S)-amino-2-oxopyrrolidin-1-ylmethyl)benzonitrile hydrochloride), COC1=NC2=CC(=CC=C2C=C1)S(=O)(=O)Cl (2-methoxyquinoline-7-sulfonyl chloride). The solvent is CO.C(Cl)Cl (MeOH CH2Cl2). Product: C(#N)C=1C=C(CN2C([C@H](CC2)NS(=O)(=O)C2=CC=C3C=CC(=NC3=C2)OC)=O)C=CC1 (2-Methoxy-quinoline-7-sulfonic acid {1-[3-cyanobenzyl]-2-oxopyrrolidin-3-(S)-yl}amide), solid. The yield is 53.4%. As a reaction SMILES: Cl.[NH2:2][C@H:3]1[CH2:7][CH2:6][N:5]([CH2:8][C:9]2[CH:10]=[C:11]([CH:14]=[CH:15][CH:16]=2)[C:12]#[N:13])[C:4]1=[O:17].[CH3:18][O:19][C:20]1[CH:29]=[CH:28][C:27]2[C:22](=[CH:23][C:24]([S:30](Cl)(=[O:32])=[O:31])=[CH:25][CH:26]=2)[N:21]=1.C(Cl)Cl>CO.C(Cl)Cl>[C:12]([C:11]1[CH:10]=[C:9]([CH:16]=[CH:15][CH:14]=1)[CH2:8][N:5]1[CH2:6][CH2:7][C@H:3]([NH:2][S:30]([C:24]2[CH:23]=[C:22]3[C:27]([CH:28]=[CH:29][C:20]([O:19][CH3:18])=[N:21]3)=[CH:26][CH:25]=2)(=[O:31])=[O:32])[C:4]1=[O:17])#[N:13] |f:0.1,4.5|. Procedure: The title compound is prepared from 3-(3-(S)-amino-2-oxopyrrolidin-1-ylmethyl)benzonitrile hydrochloride (0.305, 1.2 mmol) as in EXAMPLE 24, Part B using 2-methoxyquinoline-7-sulfonyl chloride (0.30 g, 1.16 mmol) in place of 6-methoxynaphthalene-2-sulfonyl chloride. 2-Methoxy-quinoline-7-sulfonic acid {1-[3-cyanobenzyl]-2-oxopyrrolidin-3-(S)-yl}amide is obtained as a solid (0.27 g, 0.62 mmol) upon chromatography (CH2Cl2 to 3% MeOH/CH2Cl2). Reactants: [N+](=O)([O-])C1=C(CN2C(OCCC2)=O)C=CC=C1 (3-(2-Nitrobenzyl)-[1,3]-oxazinan-2-one), [Cl-].[NH4+] (ammonium chloride), O (water). Reagents/catalysts: [Fe] (iron). The solvent is C(C)O (ethanol). The product is NC1=C(CN2C(OCCC2)=O)C=CC=C1 (3-(2-aminobenzyl)-[1,3]-oxazinan-2-one). RXN SMILES: [N+:1]([C:4]1[CH:17]=[CH:16][CH:15]=[CH:14][C:5]=1[CH2:6][N:7]1[CH2:12][CH2:11][CH2:10][O:9][C:8]1=[O:13])([O-])=O.[Cl-].[NH4+].O>C(O)C.[Fe]>[NH2:1][C:4]1[CH:17]=[CH:16][CH:15]=[CH:14][C:5]=1[CH2:6][N:7]1[CH2:12][CH2:11][CH2:10][O:9][C:8]1=[O:13] |f:1.2|. Reported procedure: 3-(2-Nitrobenzyl)-[1,3]-oxazinan-2-one (0.24 g, 1.02 mmol), iron powder (0.28 g, 5.02 mmol), ammonium chloride (0.03 g, 0.56 mmol) were suspended in ethanol (10 ml) and water (5 ml) and heated to reflux for one hour. After cooling to room temperature, the reaction mixture was filtered with suction and extracted with ethyl acetate. The organic layer was washed with a saturated brine and then dried over anhydrous sodium sulfate, and 3-(2-aminobenzyl)-[1,3]-oxazinan-2-one was obtained by evaporatin... The reactants are CC(=O)c1nn(C)c(-c2ccc(C)c(C)c2)c1O, CN(C)C=O, Cl, NNC(=S)Nc1ccc(C(=O)O)cc1, O. Product: CC(=NNC(=S)Nc1ccc(C(=O)O)cc1)c1nn(C)c(-c2ccc(C)c(C)c2)c1O. Reaction SMILES: [CH3:1][c:2]1[cH:3][c:4](-[c:9]2[c:10]([OH:18])[c:11]([C:15]([CH3:16])=[O:17])[n:12][n:13]2[CH3:14])[cH:5][cH:6][c:7]1[CH3:8].[CH3:33][N:34]([CH3:35])[CH:36]=[O:37].[ClH:38].[NH:19]([NH2:20])[C:21](=[S:22])[NH:23][c:24]1[cH:25][cH:26][c:27]([C:28](=[O:29])[OH:30])[cH:31][cH:32]1.[OH2:39]>>[CH3:1][c:2]1[cH:3][c:4](-[c:9]2[c:10]([OH:18])[c:11]([C:15]([CH3:16])=[N:20][NH:19][C:21](=[S:22])[NH:23][c:24]3[cH:25][cH:26][c:27]([C:28](=[O:29])[OH:30])[cH:31][cH:32]3)[n:12][n:13]2[CH3:14])[cH:5][cH:6][c:7]1[CH3:8]. Product: O1CC(NC2=C1C=CC(=C2)CCCCCC=2C=CC1=C(NC(CO1)=O)C2)=O (1,5-Bis[2H-1,4-benzoxazine-3(4H)-one-6yl]pentane). Procedure details: To a suspension of 1.5 g of 1,5-bis(3-amino-4-hydroxyphenyl)pentane (0.0052 mol) in 7 ml of isobutyl methyl ketone was added 1.05 g (0.0125 mole) of sodium bicarbonate and 5 ml of water. The suspension was stirred in an ice bath and 1.4 g (0.0124 mole) of chloroacetyl chloride was added dropwise. After addition, the mixture was allowed to come to room temperature and then was refluxed for 4 hours. After cooling, the resulting crystalline solid was filtered and washed with acetone to yield 0.4 g ... Starting materials: ClCC(=O)Cl (chloroacetyl chloride), C([O-])(O)=O.[Na+] (sodium bicarbonate), O (water), NC=1C=C(C=CC1O)CCCCCC1=CC(=C(C=C1)O)N (1,5-bis(3-amino-4-hydroxyphenyl)pentane), CC(=O)CC(C)C (isobutyl methyl ketone). Reaction SMILES: [NH2:1][C:2]1[CH:3]=[C:4]([CH2:9][CH2:10][CH2:11][CH2:12][CH2:13][C:14]2[CH:19]=[CH:18][C:17]([OH:20])=[C:16]([NH2:21])[CH:15]=2)[CH:5]=[CH:6][C:7]=1[OH:8].C(=O)(O)[O-].[Na+].O.Cl[CH2:29][C:30](Cl)=[O:31].[CH3:33][C:34](CC(C)C)=[O:35]>>[O:8]1[C:7]2[CH:6]=[CH:5][C:4]([CH2:9][CH2:10][CH2:11][CH2:12][CH2:13][C:14]3[CH:19]=[CH:18][C:17]4[O:20][CH2:33][C:34](=[O:35])[NH:21][C:16]=4[CH:15]=3)=[CH:3][C:2]=2[NH:1][C:30](=[O:31])[CH2:29]1 |f:1.2|.